Dataset: the Open Reaction Database (ORD), a public repository of structured organic reaction records. Task: describe an organic reaction: reactants, conditions, products, and yield Starting materials: [BH4-], CCO, N#CC(C#N)=Cc1ccc(F)cc1Cl, [Na+]. Product: N#CC(C#N)Cc1ccc(F)cc1Cl. Reaction SMILES: [BH4-:15].[CH3:17][CH2:18][OH:19].[Cl:1][c:2]1[c:3]([CH:4]=[C:5]([C:6]#[N:7])[C:8]#[N:9])[cH:10][cH:11][c:12]([F:14])[cH:13]1.[Na+:16]>>[Cl:1][c:2]1[c:3]([CH2:4][CH:5]([C:6]#[N:7])[C:8]#[N:9])[cH:10][cH:11][c:12]([F:14])[cH:13]1. Reactants: COC=1C=C(C=C(C1OC)OC)B(O)O (3,4,5-Trimethoxyphenylboronic acid), BrC1=C(C(=O)OCC)C=CC=C1 (ethyl 2-bromobenzoate). The product is COC=1C=C(C=C(C1OC)OC)C1=C(C(=O)OCC)C=CC=C1 (Ethyl 2-(3,4,5-Trimethoxyphenyl)benzoate). Reaction SMILES: [CH3:1][O:2][C:3]1[CH:4]=[C:5](B(O)O)[CH:6]=[C:7]([O:11][CH3:12])[C:8]=1[O:9][CH3:10].Br[C:17]1[CH:27]=[CH:26][CH:25]=[CH:24][C:18]=1[C:19]([O:21][CH2:22][CH3:23])=[O:20]>>[CH3:1][O:2][C:3]1[CH:4]=[C:5]([C:24]2[CH:25]=[CH:26][CH:27]=[CH:17][C:18]=2[C:19]([O:21][CH2:22][CH3:23])=[O:20])[CH:6]=[C:7]([O:11][CH3:12])[C:8]=1[O:9][CH3:10]. Procedure: 3,4,5-Trimethoxyphenylboronic acid (639 mg) and ethyl 2-bromobenzoate (479 mg) were condensed in the same manner as described in Preparation Example 1 to give the title compound. Reaction SMILES: [CH3:1][S:2]([O:3][CH:6]([CH3:7])[c:8]1[cH:9][c:10]([C:14](=[O:15])[O:16][C:17]([CH3:18])([CH3:19])[CH3:20])[cH:11][cH:12][cH:13]1)(=[O:4])=[O:5].[CH3:26][N:27]([CH3:28])[CH:29]=[O:30].[N-:22]=[N+:23]=[N-:24].[Na+:21].[OH2:25]>>[CH:6]([CH3:7])([c:8]1[cH:9][c:10]([C:14](=[O:15])[O:16][C:17]([CH3:18])([CH3:19])[CH3:20])[cH:11][cH:12][cH:13]1)[N:22]=[N+:23]=[N-:24]. Product: CC(N=[N+]=[N-])c1cccc(C(=O)OC(C)(C)C)c1. The reactants are CC(OS(C)(=O)=O)c1cccc(C(=O)OC(C)(C)C)c1, CN(C)C=O, [N-]=[N+]=[N-], [Na+], O. The reactants are [Li]CCCC (n-BuLi), C(CCCCCCCCCCC)C=1SC=CC1 (2-dodecylthiophene), C[Sn](C)(C)Cl (trimethylstannyl chloride). Solvent: C1CCOC1 (THF). Run at temperature -78 celsius, time 10 minute. Product: C(CCCCCCCCCCC)C1=CC=C(S1)[Sn](C)(C)C (5-dodecyl-2-trimethylstannylthiophene). RXN SMILES: [CH2:1]([C:13]1[S:14][CH:15]=[CH:16][CH:17]=1)[CH2:2][CH2:3][CH2:4][CH2:5][CH2:6][CH2:7][CH2:8][CH2:9][CH2:10][CH2:11][CH3:12].[Li]CCCC.[CH3:23][Sn:24](Cl)([CH3:26])[CH3:25]>C1COCC1>[CH2:1]([C:13]1[S:14][C:15]([Sn:24]([CH3:26])([CH3:25])[CH3:23])=[CH:16][CH:17]=1)[CH2:2][CH2:3][CH2:4][CH2:5][CH2:6][CH2:7][CH2:8][CH2:9][CH2:10][CH2:11][CH3:12]. Reported procedure: A solution of 2-dodecylthiophene (5.18 g, 20.5 mmol) in dry THF (90 mL) was cooled to −78° C., and a solution of n-BuLi (2.5 M, 12.3 mL, 30.8 mmol) was then added slowly. This mixture was stirred at −78° C. for additiona 10 minutes, and then allowed to warm to room temperature and stirred at room temperature for 30 minutes, before it was cooled back to −78° C. A solution of trimethylstannyl chloride (1.0 M, 31 mL, 31.0 mmol) was added slowly. This mixture was stirred at −78° C. for 2 hours, and ... Reactants: FC1=C(C=CC=C1)CN1C2=CC=CC(=C2C=2C(=CC=CC12)O)C(=O)OC (9-[(2-fluorophenyl)methyl]-4-hydroxy-5-carbomethoxy carbazole), [OH-].[NH4+] (ammonium hydroxide), Cl (HCl). Solvent: C(C)(=O)OCC (ethyl acetate), C1CCOC1 (THF). Product: FC1=C(C=CC=C1)CN1C2=CC=CC(=C2C=2C(=CC=CC12)O)C(N)=O (9-[(2-fluorophenyl)methyl]-4-hydroxy-5-carbamoyl carbazole). Isolated yield 40.0%. Reaction SMILES: [F:1][C:2]1[CH:7]=[CH:6][CH:5]=[CH:4][C:3]=1[CH2:8][N:9]1[C:21]2[CH:20]=[CH:19][CH:18]=[C:17]([OH:22])[C:16]=2[C:15]2[C:10]1=[CH:11][CH:12]=[CH:13][C:14]=2[C:23]([O:25]C)=O.Cl.[OH-].[NH4+:29]>C1COCC1.C(OCC)(=O)C>[F:1][C:2]1[CH:7]=[CH:6][CH:5]=[CH:4][C:3]=1[CH2:8][N:9]1[C:21]2[CH:20]=[CH:19][CH:18]=[C:17]([OH:22])[C:16]=2[C:15]2[C:10]1=[CH:11][CH:12]=[CH:13][C:14]=2[C:23](=[O:25])[NH2:29] |f:2.3|. Procedure details: A solution of the 9-[(2-fluorophenyl)methyl]-4-hydroxy-5-carbomethoxy carbazole (237.5 mg, 0.68 mM) in 10 mL THF and 40 mL concentrated aqueous ammonium hydroxide was sonicated for 20 h at 40-50° C. The mixture was diluted with ethyl acetate and acidified to pH 1 with 5 N HCl. The aqueous layer was extracted twice with ethyl acetate. The combined organic extracts were washed with saturated brine, dried over magnesium sulfate, filtered, and concentrated. The residue was purified by column chromat... Reactants: FC1=CC=C(C=C1)C=1C=C2C=CC(=CC2=CC1)S(=O)[O-].[Na+] (sodium 6-(4-fluorophenyl)naphthalene-2-sulfinate), N1C(=NC=C1)C(O)C1=C(C=CC=C1)I (1H-imidazol-2-yl(2-iodophenyl)methanol). The product is FC1=CC=C(C=C1)C=1C=C2C=CC(=CC2=CC1)S(=O)(=O)C1=C(C=CC=C1)C(O)C=1NC=CN1 ((2-{[6-(4-fluorophenyl)-2-naphthyl]sulfonyl}phenyl)(1H-imidazol-2-yl)methanol). The yield is 51.7%. RXN SMILES: [F:1][C:2]1[CH:7]=[CH:6][C:5]([C:8]2[CH:9]=[C:10]3[C:15](=[CH:16][CH:17]=2)[CH:14]=[C:13]([S:18]([O-:20])=[O:19])[CH:12]=[CH:11]3)=[CH:4][CH:3]=1.[Na+].[NH:22]1[CH:26]=[CH:25][N:24]=[C:23]1[CH:27]([C:29]1[CH:34]=[CH:33][CH:32]=[CH:31][C:30]=1I)[OH:28]>>[F:1][C:2]1[CH:7]=[CH:6][C:5]([C:8]2[CH:9]=[C:10]3[C:15](=[CH:16][CH:17]=2)[CH:14]=[C:13]([S:18]([C:30]2[CH:31]=[CH:32][CH:33]=[CH:34][C:29]=2[CH:27]([C:23]2[NH:24][CH:25]=[CH:26][N:22]=2)[OH:28])(=[O:20])=[O:19])[CH:12]=[CH:11]3)=[CH:4][CH:3]=1 |f:0.1|. Reported procedure: The title compound was prepared from sodium 6-(4-fluorophenyl)naphthalene-2-sulfinate (193 mg, 0.62 mmol) and 1H-imidazol-2-yl(2-iodophenyl)methanol (171 mg, 0.57 mmol) according to the method of Example 6 Step 4. Purification by flash column chromatography eluting with ethyl acetate gave solid (2-{[6-(4-fluorophenyl)-2-naphthyl]sulfonyl}phenyl)(1H-imidazol-2-yl)methanol (135 mg, 51%). 1H NMR (500 MHz, d6-DMSO) δ 11.94 (1H, s), 8.54 (1H, s), 8.30 (1H, s), 8.19 (1H, d, J=8.6 Hz), 8.11 (1H, d, J=7...